describe an organic reaction: reactants, conditions, products, and yield From a dataset of the Open Reaction Database (ORD), a public repository of structured organic reaction records. Reactants: C1(CCC1)N1CCC2=C(CC1)C=C(C=C2)OC2CCNCC2 (3-cyclobutyl-7-(piperidin-4-yloxy)-2,3,4,5-tetrahydro-1H-benzo[d]azepine), FC1=CC=C(C=C1)N=C=O (4-fluorophenyl-isocyanate). The product is FC1=CC=C(C=C1)NC(=O)N1CCC(CC1)OC1=CC2=C(CCN(CC2)C2CCC2)C=C1 (4-(3-Cyclobutyl-2,3,4,5-tetrahydro-1H-benzo[d]azepin-7-yloxy)-piperidine-1-carboxylic acid (4-fluoro-phenyl)-amide). As a reaction SMILES: [CH:1]1([N:5]2[CH2:11][CH2:10][C:9]3[CH:12]=[C:13]([O:16][CH:17]4[CH2:22][CH2:21][NH:20][CH2:19][CH2:18]4)[CH:14]=[CH:15][C:8]=3[CH2:7][CH2:6]2)[CH2:4][CH2:3][CH2:2]1.[F:23][C:24]1[CH:29]=[CH:28][C:27]([N:30]=[C:31]=[O:32])=[CH:26][CH:25]=1>>[F:23][C:24]1[CH:29]=[CH:28][C:27]([NH:30][C:31]([N:20]2[CH2:21][CH2:22][CH:17]([O:16][C:13]3[CH:14]=[CH:15][C:8]4[CH2:7][CH2:6][N:5]([CH:1]5[CH2:2][CH2:3][CH2:4]5)[CH2:11][CH2:10][C:9]=4[CH:12]=3)[CH2:18][CH2:19]2)=[O:32])=[CH:26][CH:25]=1. Procedure details: Example 67 was prepared from 3-cyclobutyl-7-(piperidin-4-yloxy)-2,3,4,5-tetrahydro-1H-benzo[d]azepine (E6) and 4-fluorophenyl-isocyanate using the method described for Example 66 (E66); MS (ES+) m/e 438 [M+H]+. Reactants: O[C@@H]1[C@@H](O[C@]2(OC(O[C@H]21)(C)C)C(=O)OC)CNC(CNC(CN2CCN(CCN(CCN(CC2)CC(OC(C)(C)C)=O)CC(OC(C)(C)C)=O)CC(=O)OC(C)(C)C)=O)=O (methyl (3aR,5S,6R,6aS)-6-hydroxy-2,2-dimethyl-5-{[(N-{[4,7,10-tris(2-tert-butoxy-2-oxoethyl)-1,4,7,10-tetraazacyclododecane-1-yl]acetyl}glycyl)amino]methyl}dihydrofuro[2,3-d][1,3]dioxole-3a(5H)-carboxylate), O[Li].O (LiOH.H2O). The solvent is CO (MeOH). Run at time 4 hour. Yields the product O[C@@H]1[C@@H](O[C@]2(OC(O[C@H]21)(C)C)C(=O)O)CNC(CNC(CN2CCN(CCN(CCN(CC2)CC(OC(C)(C)C)=O)CC(OC(C)(C)C)=O)CC(=O)OC(C)(C)C)=O)=O ((3aR,5S,6R,6aS)-6-hydroxy-2,2-dimethyl-5-{[(N-{[4,7,10-tris(2-tert-butoxy-2-oxoethyl)-1,4,7,10-tetraazacyclododecan-1-yl]acetyl} glycyl)amino]methyl}dihydrofuro[2,3-d][1,3]dioxole-3a(5H)-carboxylic acid). Isolated yield 81.0%. Reaction SMILES: [OH:1][C@H:2]1[C@H:9]2[C@:5]([C:12]([O:14]C)=[O:13])([O:6][C:7]([CH3:11])([CH3:10])[O:8]2)[O:4][C@H:3]1[CH2:16][NH:17][C:18](=[O:60])[CH2:19][NH:20][C:21](=[O:59])[CH2:22][N:23]1[CH2:34][CH2:33][N:32]([CH2:35][C:36](=[O:42])[O:37][C:38]([CH3:41])([CH3:40])[CH3:39])[CH2:31][CH2:30][N:29]([CH2:43][C:44](=[O:50])[O:45][C:46]([CH3:49])([CH3:48])[CH3:47])[CH2:28][CH2:27][N:26]([CH2:51][C:52]([O:54][C:55]([CH3:58])([CH3:57])[CH3:56])=[O:53])[CH2:25][CH2:24]1.O[Li].O>CO>[OH:1][C@H:2]1[C@H:9]2[C@:5]([C:12]([OH:14])=[O:13])([O:6][C:7]([CH3:11])([CH3:10])[O:8]2)[O:4][C@H:3]1[CH2:16][NH:17][C:18](=[O:60])[CH2:19][NH:20][C:21](=[O:59])[CH2:22][N:23]1[CH2:34][CH2:33][N:32]([CH2:35][C:36](=[O:42])[O:37][C:38]([CH3:39])([CH3:40])[CH3:41])[CH2:31][CH2:30][N:29]([CH2:43][C:44](=[O:50])[O:45][C:46]([CH3:47])([CH3:48])[CH3:49])[CH2:28][CH2:27][N:26]([CH2:51][C:52]([O:54][C:55]([CH3:58])([CH3:57])[CH3:56])=[O:53])[CH2:25][CH2:24]1 |f:1.2|. Procedure details: To a solution of 19a (1.0 g, 1.17 mmol) in MeOH (2 mL) was added a solution of LiOH.H2O (48.5 mg, 1.17 mmol, Aldrich). The resulting solution was stirred at room temperature for 4 h. Solvents were evaporated and the residue was purified by silica column chromatography. Product 20a was obtained as a white solid (0.8 g; yield 81%). Reactants: Nc1c([N+](=O)[O-])cc(Br)cc1C(F)(F)F, OB(O)c1ccccc1Cl. Yields the product Nc1c([N+](=O)[O-])cc(-c2ccccc2Cl)cc1C(F)(F)F. RXN SMILES: [Br:1][c:2]1[cH:3][c:4]([N+:13](=[O:14])[O-:15])[c:5]([NH2:12])[c:6]([C:8]([F:9])([F:10])[F:11])[cH:7]1.[Cl:16][c:17]1[c:18]([B:23]([OH:24])[OH:25])[cH:19][cH:20][cH:21][cH:22]1>>[c:2]1(-[c:18]2[c:17]([Cl:16])[cH:22][cH:21][cH:20][cH:19]2)[cH:3][c:4]([N+:13](=[O:14])[O-:15])[c:5]([NH2:12])[c:6]([C:8]([F:9])([F:10])[F:11])[cH:7]1. Starting materials: O=c1ccc2ccccc2n1CCCCBr, O=C([O-])[O-], CN(C)C=O, [K+], [K+], c1ccc2c(N3CCNCC3)nsc2c1. The product is O=c1ccc2ccccc2n1CCCCN1CCN(c2nsc3ccccc23)CC1. Reaction SMILES: [Br:16][CH2:17][CH2:18][CH2:19][CH2:20][n:21]1[c:22](=[O:31])[cH:23][cH:24][c:25]2[cH:26][cH:27][cH:28][cH:29][c:30]12.[C:32](=[O:33])([O-:34])[O-:35].[CH3:38][N:39]([CH3:40])[CH:41]=[O:42].[K+:36].[K+:37].[N:1]1([c:7]2[n:8][s:9][c:10]3[c:11]2[cH:12][cH:13][cH:14][cH:15]3)[CH2:2][CH2:3][NH:4][CH2:5][CH2:6]1>>[N:1]1([c:7]2[n:8][s:9][c:10]3[c:11]2[cH:12][cH:13][cH:14][cH:15]3)[CH2:2][CH2:3][N:4]([CH2:17][CH2:18][CH2:19][CH2:20][n:21]2[c:22](=[O:31])[cH:23][cH:24][c:25]3[cH:26][cH:27][cH:28][cH:29][c:30]23)[CH2:5][CH2:6]1. The reactants are COC(CCC1=C(C=C(C=C1)OC1=CC(=CC=C1)OC1=C(C=C(C=C1)Cl)OC1=C(C=CC=C1)F)C)=O (3-(4-{3-[4-chloro-2-(2-fluoro-phenoxy)-phenoxy]-phenoxy}-2-methyl-phenyl)-propionic acid methyl ester), [OH-].[Na+] (sodium hydroxide). The solvent is CO (MeOH). Run at time 2 hour. Yields the product ClC1=CC(=C(OC=2C=C(OC3=CC(=C(C=C3)CCC(=O)O)C)C=CC2)C=C1)OC1=C(C=CC=C1)F (3-(4-{3-[4-Chloro-2-(2-fluoro-phenoxy)-phenoxy]-phenoxy}-2-methyl-phenyl)-propionic acid). The yield is 121.7%. RXN SMILES: C[O:2][C:3](=[O:36])[CH2:4][CH2:5][C:6]1[CH:11]=[CH:10][C:9]([O:12][C:13]2[CH:18]=[CH:17][CH:16]=[C:15]([O:19][C:20]3[CH:25]=[CH:24][C:23]([Cl:26])=[CH:22][C:21]=3[O:27][C:28]3[CH:33]=[CH:32][CH:31]=[CH:30][C:29]=3[F:34])[CH:14]=2)=[CH:8][C:7]=1[CH3:35].[OH-].[Na+]>CO>[Cl:26][C:23]1[CH:24]=[CH:25][C:20]([O:19][C:15]2[CH:14]=[C:13]([CH:18]=[CH:17][CH:16]=2)[O:12][C:9]2[CH:10]=[CH:11][C:6]([CH2:5][CH2:4][C:3]([OH:36])=[O:2])=[C:7]([CH3:35])[CH:8]=2)=[C:21]([O:27][C:28]2[CH:33]=[CH:32][CH:31]=[CH:30][C:29]=2[F:34])[CH:22]=1 |f:1.2|. Reported procedure: A solution of 3-(4-{3-[4-chloro-2-(2-fluoro-phenoxy)-phenoxy]-phenoxy}-2-methyl-phenyl)-propionic acid methyl ester (72 mg, 0.1 mmol) in MeOH (10 mL) is treated with 5N aqueous sodium hydroxide (0.3 mL). The reaction is heated to reflux and stirred for 2 hr. The reaction is cooled to room temperature and quenched with 1N aqueous HCl to pH=4. The aqueous is extracted with diethyl ether. The organic is washed with brine, dried over sodium sulfate and filtered. The solvent is removed to afford abou... Starting materials: P(OC(C)C)(OC(C)C)OC(C)C (triisopropyl phosphite), BrCC1=CC(=CC=C1)[N+](=O)[O-] (1-bromomethyl-3-nitrobenzene). Run at temperature 100 celsius. The product is [N+](=O)([O-])C=1C=C(CP(OC(C)C)(OC(C)C)=O)C=CC1 (dipropan-2-yl (3-nitrobenzyl)phosphonate). As a reaction SMILES: [P:1]([O:10][CH:11]([CH3:13])[CH3:12])([O:6][CH:7]([CH3:9])[CH3:8])[O:2]C(C)C.Br[CH2:15][C:16]1[CH:21]=[CH:20][CH:19]=[C:18]([N+:22]([O-:24])=[O:23])[CH:17]=1>>[N+:22]([C:18]1[CH:17]=[C:16]([CH:21]=[CH:20][CH:19]=1)[CH2:15][P:1](=[O:2])([O:6][CH:7]([CH3:8])[CH3:9])[O:10][CH:11]([CH3:12])[CH3:13])([O-:24])=[O:23]. Procedure details: A mixture of triisopropyl phosphite (500 mg, 2.31 mmol) and 1-bromomethyl-3-nitrobenzene (506 mg, 2.43 mmol) was heated at 100° C. under nitrogen for 3 h. The crude dipropan-2-yl (3-nitrobenzyl)phosphonate thus formed was dissolved in MeOH (5 mL) and hydrogenated in the presence of 5% Pd/C (49 mg) for 2 h. The mixture was filtered and concentrated in vacuo and the dipropan-2-yl (3-aminobenzyl)phosphonate residue heated in a microwave reactor at 105° C. under nitrogen for 40 minutes with N-[3-({[... The reactants are COCc1nc(-c2cn3c(n2)-c2ccc(Br)cc2OCC3)n(C(C)C)n1, O=C([O-])[O-], CC(C)(O)Cn1cc(B2OC(C)(C)C(C)(C)O2)cn1, COCCOC, [Cs+], [Cs+], O. Yields the product COCc1nc(-c2cn3c(n2)-c2ccc(-c4cnn(CC(C)(C)O)c4)cc2OCC3)n(C(C)C)n1. Reaction SMILES: [Br:1][c:2]1[cH:3][c:4]2[c:5]([cH:25][cH:26]1)-[c:6]1[n:7][c:8](-[c:14]3[n:15]([CH:22]([CH3:23])[CH3:24])[n:16][c:17]([CH2:19][O:20][CH3:21])[n:18]3)[cH:9][n:10]1[CH2:11][CH2:12][O:13]2.[C:46](=[O:47])([O-:48])[O-:49].[CH3:27][C:28]([CH2:29][n:30]1[n:31][cH:32][c:33]([B:35]2[O:36][C:37]([CH3:38])([CH3:39])[C:40]([CH3:41])([CH3:42])[O:43]2)[cH:34]1)([CH3:44])[OH:45].[CH3:52][O:53][CH2:54][CH2:55][O:56][CH3:57].[Cs+:50].[Cs+:51].[OH2:58]>>[c:2]1(-[c:33]2[cH:32][n:31][n:30]([CH2:29][C:28]([CH3:27])([CH3:44])[OH:45])[cH:34]2)[cH:3][c:4]2[c:5]([cH:25][cH:26]1)-[c:6]1[n:7][c:8](-[c:14]3[n:15]([CH:22]([CH3:23])[CH3:24])[n:16][c:17]([CH2:19][O:20][CH3:21])[n:18]3)[cH:9][n:10]1[CH2:11][CH2:12][O:13]2. Reactants: C(=O)NNC1=CC=C(C=C1)[N+](=O)[O-] (1-Formyl-2-(4-nitrophenyl)hydrazine), [H][H] (hydrogen). The reagents and catalysts are [Pd] (palladium/charcoal). The solvent is C(C)O (ethanol). Yields the product C(=O)NNC1=CC=C(C=C1)N (1-Formyl-2-(4-aminophenyl)hydrazine). Reaction SMILES: [CH:1]([NH:3][NH:4][C:5]1[CH:10]=[CH:9][C:8]([N+:11]([O-])=O)=[CH:7][CH:6]=1)=[O:2].[H][H]>C(O)C.[Pd]>[CH:1]([NH:3][NH:4][C:5]1[CH:10]=[CH:9][C:8]([NH2:11])=[CH:7][CH:6]=1)=[O:2]. Procedure details: 1-Formyl-2-(4-nitrophenyl)hydrazine (10.2 g, 0.056 mole) and 10% palladium/charcoal (catalytic amount) were suspended in ethanol (500 ml) in a Parr shaker bottle. The reaction mixture was hydrogenated at room temperature until hydrogen uptake ceased. The reaction mixture was filtered and the solvent was evaporated from the filtrate leaving a white crystalline powder. Yield 7.1 g (84%), m.p. 122°-125° C. Reactants: CCCC[N+](CCCC)(CCCC)CCCC, Cc1ccccc1, [F-], CCOC(=O)COc1ccc(C(Nc2ccccc2)C(SCC2(c3ccccc3)OCC(C)(C)CO2)C(=O)N2C(=O)OCC2c2ccccc2)cc1. The product is CCOC(=O)COc1ccc(C2C(SCC3(c4ccccc4)OCC(C)(C)CO3)C(=O)N2c2ccccc2)cc1. As a reaction SMILES: [CH3:54][CH2:55][CH2:56][CH2:57][N+:58]([CH2:59][CH2:60][CH2:61][CH3:62])([CH2:63][CH2:64][CH2:65][CH3:66])[CH2:67][CH2:68][CH2:69][CH3:70].[CH3:71][c:72]1[cH:73][cH:74][cH:75][cH:76][cH:77]1.[F-:53].[NH:1]([c:2]1[cH:3][cH:4][cH:5][cH:6][cH:7]1)[CH:8]([CH:9]([C:10]([N:11]1[CH:12]([c:13]2[cH:14][cH:15][cH:16][cH:17][cH:18]2)[CH2:19][O:20][C:21]1=[O:22])=[O:23])[S:24][CH2:25][C:26]1([c:34]2[cH:35][cH:36][cH:37][cH:38][cH:39]2)[O:27][CH2:28][C:29]([CH3:32])([CH3:33])[CH2:30][O:31]1)[c:40]1[cH:41][cH:42][c:43]([O:44][CH2:45][C:46](=[O:47])[O:48][CH2:49][CH3:50])[cH:51][cH:52]1>>[N:1]1([c:2]2[cH:3][cH:4][cH:5][cH:6][cH:7]2)[CH:8]([c:40]2[cH:41][cH:42][c:43]([O:44][CH2:45][C:46](=[O:47])[O:48][CH2:49][CH3:50])[cH:51][cH:52]2)[CH:9]([S:24][CH2:25][C:26]2([c:34]3[cH:35][cH:36][cH:37][cH:38][cH:39]3)[O:27][CH2:28][C:29]([CH3:32])([CH3:33])[CH2:30][O:31]2)[C:10]1=[O:23]. Starting materials: C1(=CC=CC=C1)C=1C=C(SC1C(F)(F)F)C1=NC(=NO1)C1=C2CC[C@H](C2=CC=C1)NCCO ((R)-2-(4-(5-(4-phenyl-5-(trifluoromethyl)thiophen-2-yl)-1,2,4-oxadiazol-3-yl)-2,3-dihydro-1H-inden-1-ylamino) ethanol), C(C)OC=1C=C(CC2=NC(=NO2)C2=C3CC[C@@H](C3=CC=C2)N(C(OC(C)(C)C)=O)CC(=O)N(C)C)C=CC1OCC ((S)-tert-butyl (4-(5-(3,4-diethoxybenzyl)-1,2,4-oxadiazol-3-yl)-2,3-dihydro-1H-inden-1-yl)(2-(dimethylamino)-2-oxoethyl)carbamate). Product: C(C)OC=1C=C(CC2=NC(=NO2)C2=C3CC[C@@H](C3=CC=C2)NCC(=O)N(C)C)C=CC1OCC ((S)-2-((4-(5-(3,4-diethoxybenzyl)-1,2,4-oxadiazol-3-yl)-2,3-dihydro-1H-inden-1-yl)amino)-N,N-dimethylacetamide). RXN SMILES: C1(C2C=C(C3ON=C(C4C=CC=C5C=4CC[C@H]5NCCO)N=3)SC=2C(F)(F)F)C=CC=CC=1.[CH2:34]([O:36][C:37]1[CH:38]=[C:39]([CH:69]=[CH:70][C:71]=1[O:72][CH2:73][CH3:74])[CH2:40][C:41]1[O:45][N:44]=[C:43]([C:46]2[CH:54]=[CH:53][CH:52]=[C:51]3[C:47]=2[CH2:48][CH2:49][C@@H:50]3[N:55]([CH2:63][C:64]([N:66]([CH3:68])[CH3:67])=[O:65])C(=O)OC(C)(C)C)[N:42]=1)[CH3:35]>>[CH2:34]([O:36][C:37]1[CH:38]=[C:39]([CH:69]=[CH:70][C:71]=1[O:72][CH2:73][CH3:74])[CH2:40][C:41]1[O:45][N:44]=[C:43]([C:46]2[CH:54]=[CH:53][CH:52]=[C:51]3[C:47]=2[CH2:48][CH2:49][C@@H:50]3[NH:55][CH2:63][C:64]([N:66]([CH3:67])[CH3:68])=[O:65])[N:42]=1)[CH3:35]. Procedure details: (S)-2-((4-(5-(3,4-diethoxybenzyl)-1,2,4-oxadiazol-3-yl)-2,3-dihydro-1H-inden-1-yl)amino)-N,N-dimethylacetamide 66 was prepared analogously to compound 67 from (S)-tert-butyl (4-(5-(3,4-diethoxybenzyl)-1,2,4-oxadiazol-3-yl)-2,3-dihydro-1H-inden-1-yl)(2-(dimethylamino)-2-oxoethyl)carbamate INT-64.